Dataset: the Open Reaction Database (ORD), a public repository of structured organic reaction records. Task: describe an organic reaction: reactants, conditions, products, and yield Reactants: S(=O)(=O)(C(F)(F)F)OS(=O)(=O)C(F)(F)F (triflic anhydride), N1=C(C=CC=C1C)C (2,6-lutidine), FCCCO (3-fluoropropane-1-ol). Solvent: C(Cl)Cl (DCM). Yields the product FCCCOS(=O)(=O)C(F)(F)F (3-Fluoropropyltrifluoromethanesulfonate). Reaction SMILES: N1C(C)=CC=CC=1C.S([O:16][S:17]([C:20]([F:23])([F:22])[F:21])(=[O:19])=[O:18])(C(F)(F)F)(=O)=O.[F:24][CH2:25][CH2:26][CH2:27]O>C(Cl)Cl>[F:24][CH2:25][CH2:26][CH2:27][O:16][S:17]([C:20]([F:21])([F:22])[F:23])(=[O:18])=[O:19]. Reported procedure: To a cold (−25° C.), stirred solution of 2,6-lutidine (4.60 mL, 39.5 mmol) in DCM (30 mL) was added triflic anhydride (6.00 mL, 35.5 mmol) over 3 min. Then 3-fluoropropane-1-ol (1.61 g, 20.6 mmol) was added. The reaction mixture was warmed to room temperature for 2.5 h. The reaction mixture was then concentrated to half its volume and purified by flash chromatography (Teledyne ISCO CombiFlash, isocratic DCM, REDISEP® SiO2 120 g, detecting at 254 nM, and monitoring at 220 nM). Concentration of th... Starting materials: CN (methylamine), C1CCOC1 (THF), C(C)(=O)C=1C(=NN(C1)CC(=O)NC1=C(C2=C(S1)CCCC2)C(=O)N)C(F)(F)F (2-(2-(4-acetyl-3-(trifluoromethyl)-1H-pyrazol-1-yl)acetamido)-4,5,6,7-tetrahydrobenzo[b]thiophene-3-carboxamide), [Na] (sodium). Solvent: C(C)(=O)O (Acetic acid), CO (MeOH). Yields the product CNC(C)C=1C(=NN(C1)CC(=O)NC1=C(C2=C(S1)CCCC2)C(=O)N)C(F)(F)F (2-(2-(4-(1-(methylamino)ethyl)-3-(trifluoromethyl)-1H-pyrazol-1-yl)acetamido)-4,5,6,7-tetrahydrobenzo[b]thiophene-3-carboxamide). The yield is 14.0%. As a reaction SMILES: [CH3:1][NH2:2].C1COCC1.[C:8]([C:11]1[C:12]([C:32]([F:35])([F:34])[F:33])=[N:13][N:14]([CH2:16][C:17]([NH:19][C:20]2[S:24][C:23]3[CH2:25][CH2:26][CH2:27][CH2:28][C:22]=3[C:21]=2[C:29]([NH2:31])=[O:30])=[O:18])[CH:15]=1)(=O)[CH3:9].[Na]>C(O)(=O)C.CO>[CH3:1][NH:2][CH:8]([C:11]1[C:12]([C:32]([F:34])([F:35])[F:33])=[N:13][N:14]([CH2:16][C:17]([NH:19][C:20]2[S:24][C:23]3[CH2:25][CH2:26][CH2:27][CH2:28][C:22]=3[C:21]=2[C:29]([NH2:31])=[O:30])=[O:18])[CH:15]=1)[CH3:9] |^1:35|. Procedure details: To MeOH (1.5 mL) was added 2M methylamine in THF (0.724 mL, 1.448 mmol). Acetic acid was added to the mixture to adjust the pH to 4-5. 2-(2-(4-acetyl-3-(trifluoromethyl)-1H-pyrazol-1-yl)acetamido)-4,5,6,7-tetrahydrobenzo[b]thiophene-3-carboxamide (50 mg, 0.121 mmol) and sodium cyanoborohyde (7.58 mg, 0.121 mmol) were added before heating the reaction to 100° C. for 30 min by microwave irradiation. The reaction mixture was quenched with water before purification by preparative reverse phase HPLC.... Reactants: CS(C)=O, O=C(Cl)C(=O)Cl, CCCOc1cc(I)ccc1CO. Product: CCCOc1cc(I)ccc1C=O. As a reaction SMILES: [CH3:20][S:21]([CH3:22])=[O:23].[Cl:14][C:15]([C:16]([Cl:17])=[O:18])=[O:19].[I:1][c:2]1[cH:3][c:4]([O:10][CH2:11][CH2:12][CH3:13])[c:5]([CH2:8][OH:9])[cH:6][cH:7]1>>[I:1][c:2]1[cH:3][c:4]([O:10][CH2:11][CH2:12][CH3:13])[c:5]([CH:8]=[O:9])[cH:6][cH:7]1. Starting materials: CC(C)(C)c1ccccc1Oc1ncccc1N, Cl, [I-], [K+], O=N[O-], [Na+], [Na+], O, O=S([O-])O. The product is CC(C)(C)c1ccccc1Oc1ncccc1I. Reaction SMILES: [C:5]([CH3:6])([CH3:7])([CH3:8])[c:9]1[c:10]([O:11][c:12]2[n:13][cH:14][cH:15][cH:16][c:17]2[NH2:18])[cH:19][cH:20][cH:21][cH:22]1.[ClH:31].[I-:24].[K+:23].[N:1]([O-:2])=[O:3].[Na+:29].[Na+:4].[OH2:30].[S:25](=[O:26])([OH:27])[O-:28]>>[C:5]([CH3:6])([CH3:7])([CH3:8])[c:9]1[c:10]([O:11][c:12]2[n:13][cH:14][cH:15][cH:16][c:17]2[I:24])[cH:19][cH:20][cH:21][cH:22]1. Starting materials: [Al+3], CCCCC(=O)Cl, ClCCl, Cc1ccc2oc(C(=O)O)cc2c1C, [Cl-], [Cl-], [Cl-], Cl, O. The product is CCCCC(=O)c1cc2oc(C(=O)O)cc2c(C)c1C. Reaction SMILES: [Al+3:23].[C:15]([CH2:16][CH2:17][CH2:18][CH3:19])(=[O:20])[Cl:21].[CH2:27]([Cl:28])[Cl:29].[CH3:1][c:2]1[c:3]([CH3:14])[cH:4][cH:5][c:6]2[c:7]1[cH:8][c:9]([C:11](=[O:12])[OH:13])[o:10]2.[Cl-:22].[Cl-:24].[Cl-:25].[ClH:26].[OH2:30]>>[CH3:1][c:2]1[c:3]([CH3:14])[c:4]([C:15]([CH2:16][CH2:17][CH2:18][CH3:19])=[O:20])[cH:5][c:6]2[c:7]1[cH:8][c:9]([C:11](=[O:12])[OH:13])[o:10]2. Reactants: CO, CC1=CC(=O)CS(=O)(=O)N1C, N. Yields the product CNS(=O)(=O)CC(=O)C=C(C)N. As a reaction SMILES: [CH3:13][OH:14].[CH3:2][N:3]1[S:4](=[O:11])(=[O:12])[CH2:5][C:6](=[O:10])[CH:7]=[C:8]1[CH3:9].[NH3:1]>>[NH2:1][C:8](=[CH:7][C:6]([CH2:5][S:4]([NH:3][CH3:2])(=[O:11])=[O:12])=[O:10])[CH3:9]. Reactants: ClS(=O)(=O)C1=CC=C(C(=O)OC)C=C1 (methyl 4-(chlorosulfonyl)benzoate), N1=CC=CC2=CC(=CC=C12)CN (quinolin-6-ylmethanamine). Yields the product N1=CC=CC2=CC(=CC=C12)CNS(=O)(=O)C1=CC=C(C(=O)OC)C=C1 (Methyl 4-(N-(quinolin-6-ylmethyl)sulfamoyl)benzoate). RXN SMILES: Cl[S:2]([C:5]1[CH:14]=[CH:13][C:8]([C:9]([O:11][CH3:12])=[O:10])=[CH:7][CH:6]=1)(=[O:4])=[O:3].[N:15]1[C:24]2[C:19](=[CH:20][C:21]([CH2:25][NH2:26])=[CH:22][CH:23]=2)[CH:18]=[CH:17][CH:16]=1>>[N:15]1[C:24]2[C:19](=[CH:20][C:21]([CH2:25][NH:26][S:2]([C:5]3[CH:14]=[CH:13][C:8]([C:9]([O:11][CH3:12])=[O:10])=[CH:7][CH:6]=3)(=[O:4])=[O:3])=[CH:22][CH:23]=2)[CH:18]=[CH:17][CH:16]=1. Procedure details: The titled compound was prepared according to the procedure described in step-1 of Example 1 from methyl 4-(chlorosulfonyl)benzoate and quinolin-6-ylmethanamine.